This data is from the Open Reaction Database (ORD), a public repository of structured organic reaction records. The task is: describe an organic reaction: reactants, conditions, products, and yield The reactants are P(Cl)(Cl)Cl (phosphorous trichloride), C(C1=C(C(=CC(=C1)C(C)(C)C)C(C)(C)C)O)C1=C(C(=CC(=C1)C(C)(C)C)C(C)(C)C)O (2,2'-methylene bis-(4,6-di-tert-butylphenol)), ON1C(CC(CC1(C)C)O)(C)C (1,4-dihydroxy-2,2,6,6-tetramethylpiperidine). The solvent is C(C)N(CC)CC (triethylamine). Product: C(C)(C)(C)C1=CC2=C(OP(OC3=C(C2)C=C(C=C3C(C)(C)C)C(C)(C)C)OC3CC(N(C(C3)(C)C)O)(C)C)C(=C1)C(C)(C)C (2,4,8,10-Tetra-tert-butyl-6-[1-hydroxy-2,2,6,6-tetramethylpiperidin-4-yloxy]-dibenzo[d,g][1,3,2]dioxaphosphocin). Reaction SMILES: [P:1](Cl)(Cl)Cl.[CH2:5]([C:21]1[CH:26]=[C:25]([C:27]([CH3:30])([CH3:29])[CH3:28])[CH:24]=[C:23]([C:31]([CH3:34])([CH3:33])[CH3:32])[C:22]=1[OH:35])[C:6]1[CH:11]=[C:10]([C:12]([CH3:15])([CH3:14])[CH3:13])[CH:9]=[C:8]([C:16]([CH3:19])([CH3:18])[CH3:17])[C:7]=1[OH:20].[OH:36][N:37]1[C:42]([CH3:44])([CH3:43])[CH2:41][CH:40]([OH:45])[CH2:39][C:38]1([CH3:47])[CH3:46]>C(N(CC)CC)C>[C:27]([C:25]1[CH:24]=[C:23]([C:31]([CH3:34])([CH3:33])[CH3:32])[C:22]2[O:35][P:1]([O:45][CH:40]3[CH2:41][C:42]([CH3:43])([CH3:44])[N:37]([OH:36])[C:38]([CH3:47])([CH3:46])[CH2:39]3)[O:20][C:7]3[C:8]([C:16]([CH3:19])([CH3:18])[CH3:17])=[CH:9][C:10]([C:12]([CH3:15])([CH3:13])[CH3:14])=[CH:11][C:6]=3[CH2:5][C:21]=2[CH:26]=1)([CH3:30])([CH3:29])[CH3:28]. Procedure details: The above-named compound is prepared by the general procedure of Example 1 by reacting 8.8 ml of phosphorous trichloride, 42.54 grams of 2,2'-methylene bis-(4,6-di-tert-butylphenol), 36.8 ml of triethylamine and 11.03 grams of 1,4-dihydroxy-2,2,6,6-tetramethylpiperidine. Solvent: CN(C=O)C (N,N-dimethylformamide). Yields the product C1(CC1)C(N1C(OC(CC1)(C1=CC=CC=C1)CC(C)(C)O)=O)C1=CC=C(C=C1)C1=CC(N(C=C1)C)=O (3-{Cyclopropyl-[4-(1-methyl-2-oxo-1,2-dihydro-pyridin-4-yl)-phenyl]-methyl}-6-(2-hydroxy-2-methyl-propyl)-6-phenyl-[1,3]oxazinan-2-one). As a reaction SMILES: C([O-])([O-])=O.[Na+].[Na+].Br[C:8]1[CH:13]=[CH:12][N:11]([CH3:14])[C:10](=[O:15])[CH:9]=1.[CH:16]1([CH:19]([C:38]2[CH:43]=[CH:42][C:41](B3OC(C)(C)C(C)(C)O3)=[CH:40][CH:39]=2)[N:20]2[CH2:25][CH2:24][C:23]([CH2:32][C:33]([OH:36])([CH3:35])[CH3:34])([C:26]3[CH:31]=[CH:30][CH:29]=[CH:28][CH:27]=3)[O:22][C:21]2=[O:37])[CH2:18][CH2:17]1>CN(C)C=O>[CH:16]1([CH:19]([C:38]2[CH:43]=[CH:42][C:41]([C:8]3[CH:13]=[CH:12][N:11]([CH3:14])[C:10](=[O:15])[CH:9]=3)=[CH:40][CH:39]=2)[N:20]2[CH2:25][CH2:24][C:23]([CH2:32][C:33]([OH:36])([CH3:35])[CH3:34])([C:26]3[CH:31]=[CH:30][CH:29]=[CH:28][CH:27]=3)[O:22][C:21]2=[O:37])[CH2:17][CH2:18]1 |f:0.1.2|. The reactants are C(=O)([O-])[O-].[Na+].[Na+] (Na2CO3), BrC1=CC(N(C=C1)C)=O (4-bromo-1-methyl-1H-pyridin-2-one), C1(CC1)C(N1C(OC(CC1)(C1=CC=CC=C1)CC(C)(C)O)=O)C1=CC=C(C=C1)B1OC(C(O1)(C)C)(C)C (3-{cyclopropyl-[4-(4,4,5,5-tetramethyl-[1,3,2]dioxaborolan-2-yl)-phenyl]methyl}-6-(2-hydroxy-2-methyl-propyl)-6-phenyl-[1,3]oxazinan-2-one). Procedure details: 2 M aqueous Na2CO3 solution (0.69 mL) was added to a mixture of 4-bromo-1-methyl-1H-pyridin-2-one (0.14 g) and 3-{cyclopropyl-[4-(4,4,5,5-tetramethyl-[1,3,2]dioxaborolan-2-yl)-phenyl]methyl}-6-(2-hydroxy-2-methyl-propyl)-6-phenyl-[1,3]oxazinan-2-one (pure diastereomer; 0.35 g) in N,N-dimethylformamide (4 mL). The resulting mixture was sparged with argon for 10 min, before [1,1′-bis(diphenylphosphino)-ferrocene]dichloro-palladium(II) dichloromethane complex (57 mg) was added. The mixture was heat... Run at temperature 100 celsius, time 4 hour.